From a dataset of the Open Reaction Database (ORD), a public repository of structured organic reaction records. describe an organic reaction: reactants, conditions, products, and yield The reactants are COC1=C(C(=CC=C1)OC)C (2,6-dimethoxytoluene), [N+](=O)(O)[O-] (nitric acid). The solvent is ice. Conditions: temperature 0 celsius, time 15 minute. Product: COC1=C(C(=CC=C1[N+](=O)[O-])OC)C (2,6-Dimethoxy-3-nitrotoluene). As a reaction SMILES: [CH3:1][O:2][C:3]1[CH:8]=[CH:7][CH:6]=[C:5]([O:9][CH3:10])[C:4]=1[CH3:11].[N+:12]([O-])([OH:14])=[O:13]>>[CH3:10][O:9][C:5]1[C:6]([N+:12]([O-:14])=[O:13])=[CH:7][CH:8]=[C:3]([O:2][CH3:1])[C:4]=1[CH3:11]. Procedure: 11.62 g (76.45 mmol) of 2,6-dimethoxytoluene were introduced in portions into 40 ml of concentrated nitric acid cooled to 0° C. After stirring at 0° C. for 15 min, the reaction solution was poured onto 250 ml of ice and extracted 3× with EA. The combined EA extracts were dried over Na2SO4, the solvent was removed in vacuo, and the brown oily residue was purified by means of column chromatography on SiO2 (EA/heptane 1:8). 8.59 g of the title compound were isolated in the form of a red oil. Reactants: CCCCc1nc2ccccc2n1Cc1ccc(-c2ccccc2C(=O)OC(C)(C)C)cc1, ClCCl, O=C(O)C(F)(F)F. Yields the product CCCCc1nc2ccccc2n1Cc1ccc(-c2ccccc2C(=O)O)cc1. Reaction SMILES: [CH2:1]([CH2:2][CH2:3][CH3:4])[c:5]1[n:6][c:7]2[c:8]([n:9]1[CH2:10][c:11]1[cH:12][cH:13][c:14](-[c:17]3[c:18]([C:23](=[O:24])[O:25][C:26]([CH3:27])([CH3:28])[CH3:29])[cH:19][cH:20][cH:21][cH:22]3)[cH:15][cH:16]1)[cH:30][cH:31][cH:32][cH:33]2.[CH2:41]([Cl:42])[Cl:43].[OH:34][C:35]([C:36]([F:37])([F:38])[F:39])=[O:40]>>[CH2:1]([CH2:2][CH2:3][CH3:4])[c:5]1[n:6][c:7]2[c:8]([n:9]1[CH2:10][c:11]1[cH:12][cH:13][c:14](-[c:17]3[c:18]([C:23](=[O:24])[OH:25])[cH:19][cH:20][cH:21][cH:22]3)[cH:15][cH:16]1)[cH:30][cH:31][cH:32][cH:33]2.